This data is from the Open Reaction Database (ORD), a public repository of structured organic reaction records. The task is: describe an organic reaction: reactants, conditions, products, and yield Reactants: OC(C(=O)O)CCSC (2-hydroxy-4-(methylthio)butanoic acid), CSCCC(C(=O)O)O (Alimet), C (charcoal), C(CCCCCCCCCCCCCCCCC)O (1-octadecanol), S(=O)(=O)(O)[O-].[Na+] (sodium hydrogen sulfate). Solvent: O (water), C1(=CC=CC=C1)C (toluene). The product is OC(C(=O)OCCCCCCCCCCCCCCCCCC)CCSC (octadecyl 2-hydroxy-4-(methylthio)butanoate). As a reaction SMILES: [OH:1][CH:2]([CH2:6][CH2:7][S:8][CH3:9])[C:3]([OH:5])=[O:4].C.[CH2:11](O)[CH2:12][CH2:13][CH2:14][CH2:15][CH2:16][CH2:17][CH2:18][CH2:19][CH2:20][CH2:21][CH2:22][CH2:23][CH2:24][CH2:25][CH2:26][CH2:27][CH3:28].S([O-])(O)(=O)=O.[Na+]>O.C1(C)C=CC=CC=1>[OH:1][CH:2]([CH2:6][CH2:7][S:8][CH3:9])[C:3]([O:5][CH2:28][CH2:27][CH2:26][CH2:25][CH2:24][CH2:23][CH2:22][CH2:21][CH2:20][CH2:19][CH2:18][CH2:17][CH2:16][CH2:15][CH2:14][CH2:13][CH2:12][CH3:11])=[O:4] |f:3.4|. Reported procedure: To a 3 neck 3 L round bottom flask fitted with a reflux condenser, dean stark trap, thermocouple, and mechanical overhead stirrer was added 2-hydroxy-4-(methylthio)butanoic acid (130 g, 870 mmol, obtained by stirring Alimet over activated charcoal, filtering and concentrating in a rotovap), 1-octadecanol (351.2 g, 1.30 mol), sodium hydrogen sulfate (2.10 g, 17 mmol), and toluene (1000 mL). The reaction was heated to reflux with removal of water (21.5 mL) during the course of about 4 hours. The r... The reactants are NC1=CC(=NN1C(CCN1C(C=2C(C1=O)=CC=CC2)=O)=NOS(=O)(=O)C2=CC=C(C)C=C2)C(C)(C)C (5-amino-3-tert.butyl-1-(3-phthalimido-O-tosyl-propanehydroximoyl)pyrazole), CC(=O)OC(=O)C (acetanhydride). Procedure details: 4.39 g (8.6 mmol) of 5-amino-3-tert.butyl-1-(3-phthalimido-O-tosyl-propanehydroximoyl)pyrazole are reacted with acetanhydride in the same way as in example 1, synthesis step 3. The crude product which is obtained is recrystallised from methanol. 2.8 g (59%) of 5-acetamido-3-tert.butyl-1-(3-phthalimido-O-tosyl-propanehydroximoyl)-pyrazole with a m. pt. of 195°-201° C. are obtained. The product is C(C)(=O)NC1=CC(=NN1C(CCN1C(C=2C(C1=O)=CC=CC2)=O)=NOS(=O)(=O)C2=CC=C(C)C=C2)C(C)(C)C (5-acetamido-3-tert.butyl-1-(3-phthalimido-O-tosyl-propanehydroximoyl)-pyrazole). Yield: 59.0%. Reaction SMILES: [NH2:1][C:2]1[N:6]([C:7](=[N:21][O:22][S:23]([C:26]2[CH:32]=[CH:31][C:29]([CH3:30])=[CH:28][CH:27]=2)(=[O:25])=[O:24])[CH2:8][CH2:9][N:10]2[C:14](=[O:15])[C:13]3=[CH:16][CH:17]=[CH:18][CH:19]=[C:12]3[C:11]2=[O:20])[N:5]=[C:4]([C:33]([CH3:36])([CH3:35])[CH3:34])[CH:3]=1.[CH3:37][C:38](OC(C)=O)=[O:39]>>[C:38]([NH:1][C:2]1[N:6]([C:7](=[N:21][O:22][S:23]([C:26]2[CH:27]=[CH:28][C:29]([CH3:30])=[CH:31][CH:32]=2)(=[O:25])=[O:24])[CH2:8][CH2:9][N:10]2[C:14](=[O:15])[C:13]3=[CH:16][CH:17]=[CH:18][CH:19]=[C:12]3[C:11]2=[O:20])[N:5]=[C:4]([C:33]([CH3:36])([CH3:35])[CH3:34])[CH:3]=1)(=[O:39])[CH3:37]. Reactants: NC1=C(C(=O)O)C=CC=C1 (2-aminobenzoic acid), molecular iodine, I(=O)(=O)O (iodic acid). Solvent: C(C)(=O)O (acetic acid). Conditions: time 3 hour. Yields the product NC1=C(C(=O)O)C=C(C=C1)I (2-amino-5-iodobenzoic acid). RXN SMILES: [NH2:1][C:2]1[CH:10]=[CH:9][CH:8]=[CH:7][C:3]=1[C:4]([OH:6])=[O:5].[I:11](O)(=O)=O>C(O)(=O)C>[NH2:1][C:2]1[CH:10]=[CH:9][C:8]([I:11])=[CH:7][C:3]=1[C:4]([OH:6])=[O:5]. Reported procedure: To a mixture of 5.00 g (36.4 mmole) of 2-aminobenzoic acid, 100 ml of acetic acid and 3.56 g (14.0 mmole) of molecular iodine, 2.12 g (8.4 mmole) of a 70% by weight aqueous solution of iodic acid was added dropwise. After the reaction mixture was stirred at the room temperature for 3 hour, the reaction mixture was analyzed in accordance with the high performance liquid chromatography. The results of the reaction are shown in Table 1. It was shown by the values obtained by the analysis of the rea... Starting materials: NN1C(C=2C(C1=O)=CC=CC2)=O (N-aminophthalimide), C(C)OC1OC(CC1)OCC (2,5-diethoxytetrahydrofuran), hydrohloric acid. Run in O1CCOCC1 (dioxane). Reaction conditions: temperature 5 celsius, time 1 hour. Yields the product C1(C=2C(C(N1N1C=CC=C1)=O)=CC=CC2)=O (1-phthalimidopyrrole). Yield: 78.7%. RXN SMILES: [NH2:1][N:2]1[C:6](=[O:7])[C:5]2=[CH:8][CH:9]=[CH:10][CH:11]=[C:4]2[C:3]1=[O:12].C(O[CH:16]1[CH2:20][CH2:19][CH:18](OCC)O1)C>O1CCOCC1>[C:3]1(=[O:12])[N:2]([N:1]2[CH:16]=[CH:20][CH:19]=[CH:18]2)[C:6](=[O:7])[C:5]2=[CH:8][CH:9]=[CH:10][CH:11]=[C:4]12. Reported procedure: To 10.0 g(61.7 mmol) of N-aminophthalimide was added a solution of 12 ml(72.4 mmol) of 2,5-diethoxytetrahydrofuran in 100 ml of dioxane and 10 ml of 5 N hydrohloric acid was added thereto. The reaction mixture was stirred for 1 hour and cooled to 5° C. The resulting precipitate was filtered, recrystallized from dioxane:water(1:3), washed with ethanol and dried to give 10.3 g of 1-phthalimidopyrrole. This product was dissolved in 60 ml of methanol and 3 ml of 82% hydrazine hydrate was slowly adde... Reactants: O=[N+]([O-])c1ccc(Cl)nc1, CC(O)C(F)(F)F, [H-], [Na+], CN(C)C=O. The product is CC(Oc1ccc([N+](=O)[O-])cn1)C(F)(F)F. Reaction SMILES: [Cl:10][c:11]1[n:12][cH:13][c:14]([N+:17](=[O:18])[O-:19])[cH:15][cH:16]1.[F:1][C:2]([CH:3]([CH3:4])[OH:5])([F:6])[F:7].[H-:8].[Na+:9].[O:20]=[CH:21][N:22]([CH3:23])[CH3:24]>>[F:1][C:2]([CH:3]([CH3:4])[O:5][c:11]1[n:12][cH:13][c:14]([N+:17](=[O:18])[O-:19])[cH:15][cH:16]1)([F:6])[F:7]. The reactants are C(C)(=O)C1=C(OCC(COC2=CC=CC3=C2C(C=C(O3)C(=O)OCC)=O)O)C=CC=C1O (ethyl 5-(3-[2-acetyl-3-hydroxyphenoxy]-2-hydroxypropoxy)-4-oxo-4H-1-benzopyran-2-carboxylate), CN(C)C(OC)OC (N,N-dimethylformamidedimethylacetal), C=1(C(=CC=CC1)C)C (xylene). Run in CO (methanol). Product: CN(C=CC(=O)C1=C(OCC(COC2=CC=CC3=C2C(C=C(O3)C(=O)OCC)=O)O)C=CC=C1O)C (ethyl 5-(3-[2-{3-dimethylaminoacryloyl}-3-hydroxyphenoxy]-2-hydroxypropoxy)-4-oxo-4H-1-benzopyran-2-carboxylate). As a reaction SMILES: [C:1]([C:4]1[C:31]([OH:32])=[CH:30][CH:29]=[CH:28][C:5]=1[O:6][CH2:7][CH:8]([OH:27])[CH2:9][O:10][C:11]1[C:16]2[C:17](=[O:26])[CH:18]=[C:19]([C:21]([O:23][CH2:24][CH3:25])=[O:22])[O:20][C:15]=2[CH:14]=[CH:13][CH:12]=1)(=[O:3])[CH3:2].[CH3:33][N:34]([CH:36](OC)OC)[CH3:35].C1(C)C(C)=CC=CC=1>CO>[CH3:33][N:34]([CH3:36])[CH:35]=[CH:2][C:1]([C:4]1[C:31]([OH:32])=[CH:30][CH:29]=[CH:28][C:5]=1[O:6][CH2:7][CH:8]([OH:27])[CH2:9][O:10][C:11]1[C:16]2[C:17](=[O:26])[CH:18]=[C:19]([C:21]([O:23][CH2:24][CH3:25])=[O:22])[O:20][C:15]=2[CH:14]=[CH:13][CH:12]=1)=[O:3]. Procedure: A mixture of 0.884 parts of ethyl 5-(3-[2-acetyl-3-hydroxyphenoxy]-2-hydroxypropoxy)-4-oxo-4H-1-benzopyran-2-carboxylate and 0.235 parts of N,N-dimethylformamidedimethylacetal was stirred in 43 parts of xylene at 120°-130° for 3 hours whilst the methanol produced was removed simultaneously by fractional distillation. Overnight cooling of the resulting solution gave a solid which was collected and crystallised from ethanol to give 0.3362 parts of ethyl 5-(3-[2-{3-dimethylaminoacryloyl}-3-hydroxyp... Starting materials: [N+](=O)([O-])C=1C=NN(C1)CCCO (3-(4-Nitro-pyrazol-1-yl)-propan-1-ol). The reagents and catalysts are [Pd] (Pd/C). Solvent: CO (MeOH). Reaction conditions: time 16 hour. The product is NC=1C=NN(C1)CCCO (3-(4-Amino-pyrazol-1-yl)-propan-1-ol). Isolated yield 101.6%. RXN SMILES: [N+:1]([C:4]1[CH:5]=[N:6][N:7]([CH2:9][CH2:10][CH2:11][OH:12])[CH:8]=1)([O-])=O>CO.[Pd]>[NH2:1][C:4]1[CH:5]=[N:6][N:7]([CH2:9][CH2:10][CH2:11][OH:12])[CH:8]=1. Procedure details: 3-(4-Nitro-pyrazol-1-yl)-propan-1-ol (1.41 g, 8.23 mmol) was dissolved in MeOH (15 mL). Pd/C (0.532 g, 0.82 mmol) was added and the mixture was stirred under H2 at rt for 16 hours. The reaction mixture was filtered and the solvent evaporated in vacuo to afford the title compound as a red/brown oil (1.18 g, 100%); LCMS, Rt=0.31 min (MeOH-FA method), m/z 142 (MH+). Starting materials: C1(=CC=CC=C1)CCCCCCCCOCC(CN=[N+]=[N-])O (3-(8-phenyloctyloxy)-2-hydroxypropylazide), [H-].[Al+3].[Li+].[H-].[H-].[H-] (lithium aluminum hydride). The solvent is O1CCCC1 (tetrahydrofuran). Product: C1(=CC=CC=C1)CCCCCCCCOCC(CN)O (3-(8-phenyloctyloxy)-2-hydroxypropylamine). Isolated yield 88.7%. RXN SMILES: [C:1]1([CH2:7][CH2:8][CH2:9][CH2:10][CH2:11][CH2:12][CH2:13][CH2:14][O:15][CH2:16][CH:17]([OH:22])[CH2:18][N:19]=[N+]=[N-])[CH:6]=[CH:5][CH:4]=[CH:3][CH:2]=1.[H-].[Al+3].[Li+].[H-].[H-].[H-]>O1CCCC1>[C:1]1([CH2:7][CH2:8][CH2:9][CH2:10][CH2:11][CH2:12][CH2:13][CH2:14][O:15][CH2:16][CH:17]([OH:22])[CH2:18][NH2:19])[CH:6]=[CH:5][CH:4]=[CH:3][CH:2]=1 |f:1.2.3.4.5.6|. Procedure details: A procedure similar to that described in Preparation 13 was repeated, except that 2.6 g of 3-(8-phenyloctyloxy)-2-hydroxypropylazide (prepared as described in Preparation 65), 0.65 g of lithium aluminum hydride and 80 ml of anhydrous tetrahydrofuran were used, to give 2.11 g of the title compound, melting at 50° C. to 54° C. Yields the product C=C1CC(CO)N(C(=O)c2cc(OC)c(OCc3ccccc3)cc2N)C1. Starting materials: C=C1CC(CO)N(C(=O)c2cc(OC)c(OCc3ccccc3)cc2[N+](=O)[O-])C1, CO, CCOC(C)=O. RXN SMILES: [CH2:1]([c:2]1[cH:3][cH:4][cH:5][cH:6][cH:7]1)[O:8][c:9]1[cH:10][c:11]([N+:27]([O-:28])=[O:29])[c:12]([C:13](=[O:14])[N:15]2[CH:16]([CH2:21][OH:22])[CH2:17][C:18](=[CH2:20])[CH2:19]2)[cH:23][c:24]1[O:25][CH3:26].[CH3:30][OH:31].[CH3:32][CH2:33][O:34][C:35]([CH3:36])=[O:37]>>[CH2:1]([c:2]1[cH:3][cH:4][cH:5][cH:6][cH:7]1)[O:8][c:9]1[cH:10][c:11]([NH2:27])[c:12]([C:13](=[O:14])[N:15]2[CH:16]([CH2:21][OH:22])[CH2:17][C:18](=[CH2:20])[CH2:19]2)[cH:23][c:24]1[O:25][CH3:26].